Dataset: the Open Reaction Database (ORD), a public repository of structured organic reaction records. Task: describe an organic reaction: reactants, conditions, products, and yield Reactants: [N+](=O)([O-])C1=CC(=C(C=C1)N)N (4-nitro-1,2-phenylenediamine), C1(CC1)C(=O)O (cyclopropanecarboxylic acid). Yields the product C1(CC1)C1=NC2=C(N1)C=CC(=C2)[N+](=O)[O-] (2-Cyclopropyl-5-nitro-1H-benzimidazole). The yield is 98.0%. As a reaction SMILES: [N+:1]([C:4]1[CH:9]=[CH:8][C:7]([NH2:10])=[C:6]([NH2:11])[CH:5]=1)([O-:3])=[O:2].[CH:12]1([C:15](O)=O)[CH2:14][CH2:13]1>>[CH:12]1([C:15]2[NH:10][C:7]3[CH:8]=[CH:9][C:4]([N+:1]([O-:3])=[O:2])=[CH:5][C:6]=3[N:11]=2)[CH2:14][CH2:13]1. Reported procedure: By analogy with a described method (WO 96/04270), a solution of 5 g (32.65 mmol) of 4-nitro-1,2-phenylenediamine in 77 ml (0.979 mol) of cyclopropanecarboxylic acid is stirred at reflux for 14 hours. The reaction mixture is then concentrated under reduced pressure and taken up in 150 ml of ethyl acetate and 100 ml of sodium hydrogen carbonate. The organic phase is washed with 100 ml of water and then with 50 ml of saturated sodium chloride solution, dried over magnesium sulfate and then concentr... Starting materials: OCC#C (3-hydroxy-1-propyne), O1CCCC=C1 (dihydropyran), solution, C([O-])(O)=O.[Na+] (sodium bicarbonate). The reagents and catalysts are C1(=CC=C(C=C1)S(=O)(=O)O)C (para-toluenesulfonic acid). Run in C(Cl)Cl (methylene chloride), C(Cl)Cl (methylene chloride). Run at temperature 0 celsius, time 1 hour. The product is O1C(CCCC1)OCC#C (3-tetrahydropyranyloxy--1-propyne). Yield: 89.2%. As a reaction SMILES: [OH:1][CH2:2][C:3]#[CH:4].[O:5]1[CH:10]=[CH:9][CH2:8][CH2:7][CH2:6]1.C(=O)(O)[O-].[Na+]>C(Cl)Cl.C1(C)C=CC(S(O)(=O)=O)=CC=1>[O:5]1[CH2:6][CH2:7][CH2:8][CH2:9][CH:10]1[O:1][CH2:2][C:3]#[CH:4] |f:2.3|. Reported procedure: To a stirred solution of 112 g (2.0 mol.) of 3-hydroxy-1-propyne and 260 g (3.0 mol.) of dihydropyran in 1.20 liters of methylene chloride cooled to 0° C. in an ice bath, is added a solution of 20 mg of para-toluenesulfonic acid in 100 ml of methylene chloride, dropwise. The reaction mixture is stirred at 0° C. for one-half hour, and at ambient temperature for one hour. It is then poured into 200 ml of a 5% solution of sodium bicarbonate, the organic phase is separated, the aqueous phase extract... Reaction SMILES: CO[C:3](=[O:20])[C@@H:4]([N:6]([C:10]([O:12][CH2:13][C:14]1[CH:19]=[CH:18][CH:17]=[CH:16][CH:15]=1)=[O:11])[CH2:7][CH:8]=[O:9])[CH3:5].[NH2:21][C@H:22]([CH2:34]O)[CH2:23][CH2:24][N:25]1[CH2:32][CH2:31][C:28]2([CH2:30][CH2:29]2)[C@H:27]([OH:33])[CH2:26]1>C1(C)C=CC=CC=1>[CH2:13]([O:12][C:10]([N:6]1[C@@H:4]([CH3:5])[C:3](=[O:20])[N:21]2[C@@H:22]([CH2:23][CH2:24][N:25]3[CH2:32][CH2:31][C:28]4([CH2:29][CH2:30]4)[C@H:27]([OH:33])[CH2:26]3)[CH2:34][O:9][CH:8]2[CH2:7]1)=[O:11])[C:14]1[CH:15]=[CH:16][CH:17]=[CH:18][CH:19]=1. Starting materials: COC([C@H](C)N(CC=O)C(=O)OCC1=CC=CC=C1)=O ((S)-2-[benzyloxycarbonyl-(2-oxo-ethyl)-amino]-propionic acid methyl ester), COC([C@H](C)N(CC=O)C(=O)OCC1=CC=CC=C1)=O ((S)-2-[benzyloxycarbonyl-(2-oxo-ethyl)-amino]-propionic acid methyl ester), N[C@@H](CCN1C[C@H](C2(CC2)CC1)O)CO ((S)-6-((S)-3-amino-4-hydroxy-butyl)-6-aza-spiro[2.5]octan-4-ol). The solvent is C1(=CC=CC=C1)C (toluene). The product is C(C1=CC=CC=C1)OC(=O)N1CC2N(C([C@@H]1C)=O)[C@H](CO2)CCN2C[C@H](C1(CC1)CC2)O ((3S,6S)-3-[2-((S)-4-Hydroxy-6-aza-spiro[2.5]oct-6-yl)-ethyl]-6-methyl-5-oxo-hexahydro-oxazolo[3,2-a]pyrazine-7-carboxylic acid benzyl ester). Yield: 84.3%. Procedure details: A solution of (S)-2-[benzyloxycarbonyl-(2-oxo-ethyl)-amino]-propionic acid methyl ester (intermediate 1; 570 mg, 2.04 mmol) and (S)-6-((S)-3-amino-4-hydroxy-butyl)-6-aza-spiro[2.5]octan-4-ol (445 mg, 2.04 mmol) in toluene (6 mL) was heated at reflux for 16 h, then the reaction mixture was concentrated. Chromatography (SiO2; DCM→DCM/MeOH/25% aq. ammonia solution 90:10:0.25) produced the title compound (763 mg, 84%) as a 70:30 mixture of (R)- and (S)-epimers. White foam, MS (ISP)=446.2 (M+H)+. The reactants are CC(=O)c1ccc(O)c2[nH]c(=O)sc12, C[N+](C)(C)Cc1ccccc1, CCO, O=I(=O)Cl, O=I(=O)Cl, O. Product: O=C(CCl)c1ccc(O)c2[nH]c(=O)sc12. RXN SMILES: [C:4]([CH3:5])(=[O:6])[c:7]1[cH:8][cH:9][c:10]([OH:17])[c:11]2[nH:12][c:13](=[O:16])[s:14][c:15]12.[CH2:26]([N+:27]([CH3:28])([CH3:29])[CH3:30])[c:31]1[cH:32][cH:33][cH:34][cH:35][cH:36]1.[CH3:1][CH2:2][OH:3].[I:18](=[O:19])(=[O:20])[Cl:21].[I:22]([Cl:23])(=[O:24])=[O:25].[OH2:37]>>[C:4]([CH2:5][Cl:21])(=[O:6])[c:7]1[cH:8][cH:9][c:10]([OH:17])[c:11]2[nH:12][c:13](=[O:16])[s:14][c:15]12. Reactants: C1=CC=C(C2=C1C1=C(CCC2)C=CC=C1)CO (6,7-dihydro-5H-dibenzo[a,c]cycloheptene-4-methanol), ClC1(C(C1)(C(=O)Cl)C1=CC=C(C=C1)OCC)Cl (2,2-dichloro-1-(4-ethoxyphenyl)cyclopropanecarbonyl chloride). Yields the product ClC1(C(C1)(C(=O)OCC1=CC=CC2=C1CCCC1=C2C=CC=C1)C1=CC=C(C=C1)OCC)Cl ((6,7-Dihydro-5H-dibenzo[a,c]cyclohepten-4-yl)methyl 2,2-dichloro-1-(4-ethoxyphenyl)cyclopropanecarboxylate). Reaction SMILES: [CH:1]1[C:6]2[C:7]3[CH:15]=[CH:14][CH:13]=[CH:12][C:8]=3[CH2:9][CH2:10][CH2:11][C:5]=2[C:4]([CH2:16][OH:17])=[CH:3][CH:2]=1.[Cl:18][C:19]1([Cl:34])[CH2:21][C:20]1([C:25]1[CH:30]=[CH:29][C:28]([O:31][CH2:32][CH3:33])=[CH:27][CH:26]=1)[C:22](Cl)=[O:23]>>[Cl:18][C:19]1([Cl:34])[CH2:21][C:20]1([C:25]1[CH:30]=[CH:29][C:28]([O:31][CH2:32][CH3:33])=[CH:27][CH:26]=1)[C:22]([O:17][CH2:16][C:4]1[C:5]2[CH2:11][CH2:10][CH2:9][C:8]3[CH:12]=[CH:13][CH:14]=[CH:15][C:7]=3[C:6]=2[CH:1]=[CH:2][CH:3]=1)=[O:23]. Procedure: In the manner of Example I, but substituting 6,7-dihydro-5H-dibenzo[a,c]cycloheptene-4-methanol and 2,2-dichloro-1-(4-ethoxyphenyl)cyclopropanecarbonyl chloride, the title compound was prepared. Reported procedure: The preparation was carried out in a one liter, three-necked flask fitted with a tap adaptor, a stirring rod (plus air-tight seal) and a two-necked adaptor holding a gas-balanced dropping funnel and water cooled condenser. Into this flask were placed magnesium turnings (13.2 g, 0.54 mol) and pure, dry, air-free heptane (375 cm3) in which was dissolved n-butyl chloride (3 cm3, 28 mmol). Into the dropping funnel was placed a solution of n-butyl chloride (52.3 cm3, 0.5 mol) dissolved in di-n-butyl ... Reaction SMILES: [Mg:1].[CH2:2]([O:6][CH2:7][CH2:8][CH2:9][CH3:10])[CH2:3][CH2:4][CH3:5].II.[CH2:13]([Cl:17])[CH2:14][CH2:15][CH3:16]>CCCCCCC>[CH2:13]([Cl:17])[CH2:14][CH2:15][CH3:16].[Mg:1].[CH2:2]([O:6][CH2:7][CH2:8][CH2:9][CH3:10])[CH2:3][CH2:4][CH3:5] |f:5.6.7|. Solvent: CCCCCCC (heptane). Yields the product C(CCC)Cl.[Mg].C(CCC)OCCCC (magnesium butyl chloride butyl ether). Reactants: [Mg] (magnesium), II (iodine), II (iodine), C(CCC)Cl (n-butyl chloride), C(CCC)Cl (n-butyl chloride), C(CCC)Cl (n-butyl chloride), C(CCC)OCCCC (di-n-butyl ether), II (iodine), C(CCC)Cl (n-butyl chloride). The reactants are CC#N, CC(C)I, O=[N+]([O-])c1cccc2[nH]nnc12, [Na+], [OH-]. Yields the product CC(C)n1nc2cccc([N+](=O)[O-])c2n1. As a reaction SMILES: [CH3:19][C:20]#[N:21].[CH:15]([CH3:16])([CH3:17])[I:18].[N+:1](=[O:2])([O-:3])[c:4]1[cH:5][cH:6][cH:7][c:8]2[nH:9][n:10][n:11][c:12]12.[Na+:14].[OH-:13]>>[N+:1](=[O:2])([O-:3])[c:4]1[cH:5][cH:6][cH:7][c:8]2[n:9][n:10]([CH:15]([CH3:16])[CH3:17])[n:11][c:12]12.